This data is from the Open Reaction Database (ORD), a public repository of structured organic reaction records. The task is: describe an organic reaction: reactants, conditions, products, and yield Reactants: CN1C(=O)CCC1C(=O)O, CS(C)=O, CC#N, CC(C)NC(C)C, NCc1ccc(Cl)cc1Cl, ClCCl, On1nnc2ccccc21. Yields the product CN1C(=O)CCC1C(=O)NCc1ccc(Cl)cc1Cl. As a reaction SMILES: [CH3:1][N:2]1[CH:3]([C:4](=[O:5])[OH:6])[CH2:7][CH2:8][C:9]1=[O:10].[CH3:41][S:42]([CH3:43])=[O:44].[CH3:45][C:46]#[N:47].[CH:31]([NH:32][CH:33]([CH3:34])[CH3:35])([CH3:36])[CH3:37].[Cl:21][c:22]1[c:23]([CH2:29][NH2:30])[cH:24][cH:25][c:26]([Cl:28])[cH:27]1.[Cl:38][CH2:39][Cl:40].[OH:11][n:12]1[c:13]2[cH:14][cH:15][cH:16][cH:17][c:18]2[n:19][n:20]1>>[CH3:1][N:2]1[CH:3]([C:4](=[O:6])[NH:30][CH2:29][c:23]2[c:22]([Cl:21])[cH:27][c:26]([Cl:28])[cH:25][cH:24]2)[CH2:7][CH2:8][C:9]1=[O:10].